Dataset: the Open Reaction Database (ORD), a public repository of structured organic reaction records. Task: describe an organic reaction: reactants, conditions, products, and yield The reactants are N1(CCNCC1)C=1C=CC=2N(N1)C(=NN2)C(F)(F)F (6-(piperazin-1-yl)-3-(trifluoromethyl)-[1,2,4]triazolo[4,3-b]pyridazine), O1C(=CC=C1)C=O (furan-2-carbaldehyde). The product is O1C(=CC=C1)CN1CCN(CC1)C=1C=CC=2N(N1)C(=NN2)C(F)(F)F (6-[4-(furan-2-ylmethyl)piperazin-1-yl]-3-(trifluoromethyl)-[1,2,4]triazolo[4,3-b]pyridazine). RXN SMILES: [N:1]1([C:7]2[CH:8]=[CH:9][C:10]3[N:11]([C:13]([C:16]([F:19])([F:18])[F:17])=[N:14][N:15]=3)[N:12]=2)[CH2:6][CH2:5][NH:4][CH2:3][CH2:2]1.[O:20]1[CH:24]=[CH:23][CH:22]=[C:21]1[CH:25]=O>>[O:20]1[CH:24]=[CH:23][CH:22]=[C:21]1[CH2:25][N:4]1[CH2:3][CH2:2][N:1]([C:7]2[CH:8]=[CH:9][C:10]3[N:11]([C:13]([C:16]([F:17])([F:18])[F:19])=[N:14][N:15]=3)[N:12]=2)[CH2:6][CH2:5]1. Reported procedure: Reductive amination of 6-(piperazin-1-yl)-3-(trifluoromethyl)-[1,2,4]triazolo[4,3-b]pyridazine with furan-2-carbaldehyde was carried out according to General Synthetic Method 5. The crude product was purified by hplc using a Waters XBridge Prep C18 OBD column (5μ silica, 19 mm diameter, 100 mm length) eluted with decreasingly polar mixtures of water (containing 1% aqueous ammonia) and acetonitrile as eluents to give 6-[4-(furan-2-ylmethyl)piperazin-1-yl]-3-(trifluoromethyl)-[1,2,4]triazolo[4,3-b... Solvent: O1CCOCC1 (1,4-dioxane), O (water). Reported procedure: To a suspension of 3-iodopyridine-2,6-diamine (Preparation 44, 2 g, 8.51 mmol) in 1,4-dioxane (10 ml) and water (5 ml) was added 2-chloro-5-methoxyphenyl boronic acid (0.793 g, 4.25 mmol), cesium carbonate (2.77 g, 8.51 mmol) and palladium tetrakis(triphenylphosphine) (0.123 g, 0.0125 mmol). The reaction was purged with nitrogen and heated at 80° C. for 20 minutes. Three further portions of palladium tetrakis(triphenylphosphine) (0.123 g, 0.0125 mmol) and 2-chloro-5-methoxyphenyl boronic acid (0... Conditions: temperature 80 celsius. Yield: 109.0%. As a reaction SMILES: I[C:2]1[C:3]([NH2:9])=[N:4][C:5]([NH2:8])=[CH:6][CH:7]=1.[Cl:10][C:11]1[CH:16]=[CH:15][C:14]([O:17][CH3:18])=[CH:13][C:12]=1B(O)O.C(=O)([O-])[O-].[Cs+].[Cs+].CCCCC>O1CCOCC1.O.C1(P(C2C=CC=CC=2)C2C=CC=CC=2)C=CC=CC=1.C1(P(C2C=CC=CC=2)C2C=CC=CC=2)C=CC=CC=1.C1(P(C2C=CC=CC=2)C2C=CC=CC=2)C=CC=CC=1.C1(P(C2C=CC=CC=2)C2C=CC=CC=2)C=CC=CC=1.[Pd]>[Cl:10][C:11]1[CH:16]=[CH:15][C:14]([O:17][CH3:18])=[CH:13][C:12]=1[C:2]1[C:3]([NH2:9])=[N:4][C:5]([NH2:8])=[CH:6][CH:7]=1 |f:2.3.4,8.9.10.11.12|. Yields the product ClC1=C(C=C(C=C1)OC)C=1C(=NC(=CC1)N)N (3-(2-Chloro-5-methoxyphenyl)pyridine-2,6-diamine). Reagents/catalysts: C1(=CC=CC=C1)P(C1=CC=CC=C1)C1=CC=CC=C1.C1(=CC=CC=C1)P(C1=CC=CC=C1)C1=CC=CC=C1.C1(=CC=CC=C1)P(C1=CC=CC=C1)C1=CC=CC=C1.C1(=CC=CC=C1)P(C1=CC=CC=C1)C1=CC=CC=C1.[Pd] (palladium tetrakis(triphenylphosphine)), C1(=CC=CC=C1)P(C1=CC=CC=C1)C1=CC=CC=C1.C1(=CC=CC=C1)P(C1=CC=CC=C1)C1=CC=CC=C1.C1(=CC=CC=C1)P(C1=CC=CC=C1)C1=CC=CC=C1.C1(=CC=CC=C1)P(C1=CC=CC=C1)C1=CC=CC=C1.[Pd] (palladium tetrakis(triphenylphosphine)). Starting materials: CCCCC (pentane), ClC1=C(C=C(C=C1)OC)B(O)O (2-chloro-5-methoxyphenyl boronic acid), ClC1=C(C=C(C=C1)OC)B(O)O (2-chloro-5-methoxyphenyl boronic acid), C([O-])([O-])=O.[Cs+].[Cs+] (cesium carbonate), IC=1C(=NC(=CC1)N)N (3-iodopyridine-2,6-diamine).